Task: describe an organic reaction: reactants, conditions, products, and yield. Dataset: the Open Reaction Database (ORD), a public repository of structured organic reaction records The reactants are [Br-], CCOCC, [Li]C, [Li+], c1cc2c(cn1)CCCO2. Yields the product Cc1nccc2c1CCCO2. As a reaction SMILES: [Br-:11].[CH2:15]([O:16][CH2:17][CH3:18])[CH3:19].[CH3:13][Li:14].[Li+:12].[O:1]1[CH2:2][CH2:3][CH2:4][c:5]2[cH:6][n:7][cH:8][cH:9][c:10]21>>[O:1]1[CH2:2][CH2:3][CH2:4][c:5]2[c:6]([CH3:13])[n:7][cH:8][cH:9][c:10]21. The reactants are FC1=C(C=CC=C1)[N+](=O)[O-] (1-fluoro-2-nitrobenzene), OS(=O)(=O)C(F)(F)F (triflic acid), IN1C(CCC1=O)=O (N-iodosuccinimide). Run at time 1 hour. The product is FC1=C(C=C(C=C1)I)[N+](=O)[O-] (1-Fluoro-4-iodo-2-nitrobenzene). Isolated yield 66.0%. RXN SMILES: [F:1][C:2]1[CH:7]=[CH:6][CH:5]=[CH:4][C:3]=1[N+:8]([O-:10])=[O:9].OS(C(F)(F)F)(=O)=O.[I:19]N1C(=O)CCC1=O>>[F:1][C:2]1[CH:7]=[CH:6][C:5]([I:19])=[CH:4][C:3]=1[N+:8]([O-:10])=[O:9]. Procedure details: To a solution of 1-fluoro-2-nitrobenzene (5 g, 35.43 mmol) in triflic acid (15.6 ml, 177.15 mmol, 5 eq.) at 0° C. was added N-iodosuccinimide (9.57 g, 42.5 mmol, 1.2 eq.) portionwise and the mixture was stirred at RT for 1 h. The mixture was quenched by the addition of water and extracted with diethylether (3×150 ml). The combined organic layer was washed with water, aqueous sodium thiosulfate, brine and dried over sodium sulphate. The solvent was distilled off and the crude residue was purified... Starting materials: C(C)(C)(C)O[C@H](C(=O)OC)C1=C2N3CCC(OCCCC[C@@H](OC=4C=C(C(=CC4C4=CC=CC(C5=CN2C(C(=C1C)C)=N5)=C4)F)F)C)(CC3)C (methyl(2S)-2-(tert-butoxy)-2-[(22S)-17,18-difluoro-4,5,22,28-tetramethyl-21,27-dioxa-1,7,34-triazahexacyclo[26.2.2.16,9.110,14.02,7.015,20]tetratriaconta-2,4,6(34),8,10(33),11,13,15(20),16,18-decaen-3-yl]acetate), C(C)(C)(C)O[C@H](C(=O)O)C1=C2N3CCC(OCCCC[C@@H](OC=4C=CC(=CC4C4=CC=CC(C5=C(N2C(C=C1C)=N5)Cl)=C4)C)C)(CC3)C ((2S)-2-(tert-butoxy)-2-[(22S)-8-chloro-4,17,22,28-tetramethyl-21,27-dioxa-1,7,34-triazahexacyclo[26.2.2.16,9.110,14.02,7.015,20]tetratriaconta-2,4,6(34),8,10(33),11,13,15(20),16,18-decaen-3-yl]acetic acid). Product: C(C)(C)(C)O[C@H](C(=O)O)C1=C2N3CCC(OCCCC[C@@H](OC=4C=C(C(=CC4C4=CC=CC(C5=CN2C(C(=C1C)C)=N5)=C4)F)F)C)(CC3)C ((2S)-2-(tert-Butoxy)-2-[(22S)-17,18-difluoro-4,5,22,28-tetramethyl-21,27-dioxa-1,7,34-triazahexacyclo[26.2.2.16,9.110,14.02,7.015,20]tetratriaconta-2,4,6(34),8,10(33),11,13,15(20),16,18-decaen-3-yl]acetic acid). The yield is 52.5%. Reaction SMILES: [C:1]([O:5][C@@H:6]([C:11]1[C:40]([CH3:41])=[C:39]([CH3:42])[C:38]2=[N:43][C:35]3=[CH:36][N:37]2[C:12]=1[N:13]1[CH2:49][CH2:48][C:16]([CH3:50])([O:17][CH2:18][CH2:19][CH2:20][CH2:21][C@H:22]([CH3:47])[O:23][C:24]2[CH:25]=[C:26]([F:46])[C:27]([F:45])=[CH:28][C:29]=2[C:30]2[CH:44]=[C:34]3[CH:33]=[CH:32][CH:31]=2)[CH2:15][CH2:14]1)[C:7]([O:9]C)=[O:8])([CH3:4])([CH3:3])[CH3:2].C(O[C@@H](C1C(C)=CC2=NC3=C(Cl)N2C=1N1CCC(C)(OCCCC[C@H](C)OC2C=CC(C)=CC=2C2C=C3C=CC=2)CC1)C(O)=O)(C)(C)C>>[C:1]([O:5][C@@H:6]([C:11]1[C:40]([CH3:41])=[C:39]([CH3:42])[C:38]2=[N:43][C:35]3=[CH:36][N:37]2[C:12]=1[N:13]1[CH2:14][CH2:15][C:16]([CH3:50])([O:17][CH2:18][CH2:19][CH2:20][CH2:21][C@H:22]([CH3:47])[O:23][C:24]2[CH:25]=[C:26]([F:46])[C:27]([F:45])=[CH:28][C:29]=2[C:30]2[CH:44]=[C:34]3[CH:33]=[CH:32][CH:31]=2)[CH2:48][CH2:49]1)[C:7]([OH:9])=[O:8])([CH3:4])([CH3:2])[CH3:3]. Procedure details: Prepared in 52.5% yield from methyl(2S)-2-(tert-butoxy)-2-[(22S)-17,18-difluoro-4,5,22,28-tetramethyl-21,27-dioxa-1,7,34-triazahexacyclo[26.2.2.16,9.110,14.02,7.015,20]tetratriaconta-2,4,6(34),8,10(33),11,13,15(20),16,18-decaen-3-yl]acetate following the procedure for (2S)-2-(tert-butoxy)-2-[(22S)-8-chloro-4,17,22,28-tetramethyl-21,27-dioxa-1,7,34-triazahexacyclo[26.2.2.16,9.110,14.02,7.015,20]tetratriaconta-2,4,6(34),8,10(33),11,13,15(20),16,18-decaen-3-yl]acetic acid. 1H NMR (500 MHz, DMSO-d6)...